This data is from the Open Reaction Database (ORD), a public repository of structured organic reaction records. The task is: describe an organic reaction: reactants, conditions, products, and yield The reactants are C1(C=2C(C(=O)O1)=CC=CC2)=O (Phthalic anhydride), C(CCCCCCCCCCCCCCCCC)N (octadecylamine). Yields the product C(CCCCCCCCCCCCCCCCC)N1C(C2=CC=CC=C2C1=O)=O (2-Octadecylisoindoline-1,3-dione). Yield: 89.0%. Reaction SMILES: [C:1]1(=[O:11])[O:6][C:4](=O)[C:3]2=[CH:7][CH:8]=[CH:9][CH:10]=[C:2]12.[CH2:12]([NH2:30])[CH2:13][CH2:14][CH2:15][CH2:16][CH2:17][CH2:18][CH2:19][CH2:20][CH2:21][CH2:22][CH2:23][CH2:24][CH2:25][CH2:26][CH2:27][CH2:28][CH3:29]>>[CH2:12]([N:30]1[C:1](=[O:11])[C:2]2[C:3](=[CH:7][CH:8]=[CH:9][CH:10]=2)[C:4]1=[O:6])[CH2:13][CH2:14][CH2:15][CH2:16][CH2:17][CH2:18][CH2:19][CH2:20][CH2:21][CH2:22][CH2:23][CH2:24][CH2:25][CH2:26][CH2:27][CH2:28][CH3:29]. Procedure details: Phthalic anhydride (1.00 g) and octadecylamine (1.82 g) were stirred for 1 hour at 110° C. The reaction mixture was purified by silica gel column chromatography (silica gel 34 g, chloroform:methanol=20:1), thereby yielding 2.40 g of the aimed compound as white crystals.